From a dataset of the Open Reaction Database (ORD), a public repository of structured organic reaction records. describe an organic reaction: reactants, conditions, products, and yield The reactants are C(C)(C)(C)C1=CC(=CC2=C1OCC2(C)C)C#N (7-tert-butyl-5-cyano-2,3-dihydro-3,3-dimethylbenzo[b]furan), C([O-])([O-])=O.[K+].[K+] (potassium carbonate), Cl.NO (hydroxylamine hydrochloride), C(C)O (ethanol). The product is C(C)(C)(C)C1=CC(=CC2=C1OCC2(C)C)C2=NOC(=N2)C (7-tert-Butyl-2,3-dihydro-3,3-dimethyl-5-(5-methyl-1,2,4-oxadiazolyl)benzo[b]-furan). Yield: 43.0%. Reaction SMILES: [C:1]([C:5]1[C:10]2[O:11][CH2:12][C:13]([CH3:15])([CH3:14])[C:9]=2[CH:8]=[C:7]([C:16]#[N:17])[CH:6]=1)([CH3:4])([CH3:3])[CH3:2].C(=O)([O-])[O-].[K+].[K+].Cl.[NH2:25]O.[CH2:27]([OH:29])[CH3:28]>>[C:1]([C:5]1[C:10]2[O:11][CH2:12][C:13]([CH3:15])([CH3:14])[C:9]=2[CH:8]=[C:7]([C:16]2[N:25]=[C:27]([CH3:28])[O:29][N:17]=2)[CH:6]=1)([CH3:4])([CH3:2])[CH3:3] |f:1.2.3,4.5|. Procedure details: 7-tert-butyl-5-cyano-2,3-dihydro-3,3-dimethylbenzo[b]furan (6.39 g, 27.9 mmol), potassium carbonate (15.80 g, 114.0 mmol), hydroxylamine hydrochloride (7.93 g, 114.0 mmol), and 135 mL of ethanol is heated at reflux for 20 h. The reaction mixture is cooled to room temperature, filtered, and concentrated in vacuo to give a solid residue. Purification by flash column chromatography on silica gel (20% ethyl acetate-hexane→5% methanol-dichloromethane) furnishes about 3.13 g (43%) of the title compoun... Reactants: ClC(Cl)Cl, COC(=O)c1cccc2c1CCC2O, O=S(Cl)Cl. The product is COC(=O)c1cccc2c1CCC2Cl. Reaction SMILES: [CH:19]([Cl:20])([Cl:21])[Cl:22].[OH:1][CH:2]1[CH2:3][CH2:4][c:5]2[c:6]([C:11](=[O:12])[O:13][CH3:14])[cH:7][cH:8][cH:9][c:10]21.[S:15]([Cl:16])([Cl:17])=[O:18]>>[CH:2]1([Cl:17])[CH2:3][CH2:4][c:5]2[c:6]([C:11](=[O:12])[O:13][CH3:14])[cH:7][cH:8][cH:9][c:10]21.